From a dataset of the Open Reaction Database (ORD), a public repository of structured organic reaction records. describe an organic reaction: reactants, conditions, products, and yield The reactants are Cn1ccnc1Sc1ccc(Nc2c(C#N)cnc3cc(Br)ccc23)cc1Cl, Brc1ccc(CN2CCOCC2)nc1, C1COCCO1, CN(C)C=O, c1ccc(P(c2ccccc2)(c2ccccc2)[Pd](P(c2ccccc2)(c2ccccc2)c2ccccc2)(P(c2ccccc2)(c2ccccc2)c2ccccc2)P(c2ccccc2)(c2ccccc2)c2ccccc2)cc1. Yields the product Cn1ccnc1Sc1ccc(Nc2c(C#N)cnc3cc(-c4ccc(CN5CCOCC5)nc4)ccc23)cc1Cl. RXN SMILES: [Br:15][c:16]1[cH:17][cH:18][c:19]2[c:20]([NH:28][c:29]3[cH:30][c:31]([Cl:42])[c:32]([S:35][c:36]4[n:37]([CH3:41])[cH:38][cH:39][n:40]4)[cH:33][cH:34]3)[c:21]([C:26]#[N:27])[cH:22][n:23][c:24]2[cH:25]1.[Br:1][c:2]1[cH:3][cH:4][c:5]([CH2:8][N:9]2[CH2:10][CH2:11][O:12][CH2:13][CH2:14]2)[n:6][cH:7]1.[CH2:48]1[O:49][CH2:50][CH2:51][O:52][CH2:53]1.[CH3:43][N:44]([CH3:45])[CH:46]=[O:47].[cH:54]1[cH:55][cH:56][c:57]([P:58]([Pd:59]([P:60]([c:61]2[cH:62][cH:63][cH:64][cH:65][cH:66]2)([c:67]2[cH:68][cH:69][cH:70][cH:71][cH:72]2)[c:73]2[cH:74][cH:75][cH:76][cH:77][cH:78]2)([P:79]([c:80]2[cH:81][cH:82][cH:83][cH:84][cH:85]2)([c:86]2[cH:87][cH:88][cH:89][cH:90][cH:91]2)[c:92]2[cH:93][cH:94][cH:95][cH:96][cH:97]2)[P:98]([c:99]2[cH:100][cH:101][cH:102][cH:103][cH:104]2)([c:105]2[cH:106][cH:107][cH:108][cH:109][cH:110]2)[c:111]2[cH:112][cH:113][cH:114][cH:115][cH:116]2)([c:117]2[cH:118][cH:119][cH:120][cH:121][cH:122]2)[c:123]2[cH:124][cH:125][cH:126][cH:127][cH:128]2)[cH:129][cH:130]1>>[c:2]1(-[c:16]2[cH:17][cH:18][c:19]3[c:20]([NH:28][c:29]4[cH:30][c:31]([Cl:42])[c:32]([S:35][c:36]5[n:37]([CH3:41])[cH:38][cH:39][n:40]5)[cH:33][cH:34]4)[c:21]([C:26]#[N:27])[cH:22][n:23][c:24]3[cH:25]2)[cH:3][cH:4][c:5]([CH2:8][N:9]2[CH2:10][CH2:11][O:12][CH2:13][CH2:14]2)[n:6][cH:7]1.